Dataset: the Open Reaction Database (ORD), a public repository of structured organic reaction records. Task: describe an organic reaction: reactants, conditions, products, and yield Reactants: Cn1cc(-c2cccc(N)c2)cn1, CCOCC, CCOC(C)=O, O=C(Nc1c(F)cccc1F)c1cccc(-c2nc3ccccn3c2-c2ccnc(Cl)n2)c1, Cl, OC(F)(F)CF, [Na+], O=C([O-])O. The product is Cn1cc(-c2cccc(Nc3nccc(-c4c(-c5cccc(C(=O)Nc6c(F)cccc6F)c5)nc5ccccn45)n3)c2)cn1. Reaction SMILES: [CH3:34][n:35]1[n:36][cH:37][c:38](-[c:40]2[cH:41][c:42]([NH2:43])[cH:44][cH:45][cH:46]2)[cH:39]1.[CH3:59][CH2:60][O:61][CH2:62][CH3:63].[CH3:64][CH2:65][O:66][C:67]([CH3:68])=[O:69].[Cl:1][c:2]1[n:3][cH:4][cH:5][c:6](-[c:8]2[c:9](-[c:17]3[cH:18][c:19]([C:20](=[O:21])[NH:22][c:23]4[c:24]([F:30])[cH:25][cH:26][cH:27][c:28]4[F:29])[cH:31][cH:32][cH:33]3)[n:10][c:11]3[n:12]2[cH:13][cH:14][cH:15][cH:16]3)[n:7]1.[ClH:47].[F:53][CH2:54][C:55]([F:56])([F:57])[OH:58].[Na+:52].[O-:48][C:49]([OH:50])=[O:51]>>[c:2]1([NH:43][c:42]2[cH:41][c:40](-[c:38]3[cH:37][n:36][n:35]([CH3:34])[cH:39]3)[cH:46][cH:45][cH:44]2)[n:3][cH:4][cH:5][c:6](-[c:8]2[c:9](-[c:17]3[cH:18][c:19]([C:20](=[O:21])[NH:22][c:23]4[c:24]([F:30])[cH:25][cH:26][cH:27][c:28]4[F:29])[cH:31][cH:32][cH:33]3)[n:10][c:11]3[n:12]2[cH:13][cH:14][cH:15][cH:16]3)[n:7]1.